Task: describe an organic reaction: reactants, conditions, products, and yield. Dataset: the Open Reaction Database (ORD), a public repository of structured organic reaction records Starting materials: S(=O)(=O)(Cl)Cl (sulfonyl chloride), NC=1C=C(OC[C@H](CN2CCN(CC2)S(=O)(=O)C2=CC=C(C=C2)OC)OC(C)=O)C=CC1 ((S)-1-(3-aminophenoxy)-2-acetoxy-3-[4-(4-methoxyphenylsulfonyl)piperazin-1-yl)propane). Solvent: C(Cl)Cl (CH2Cl2), N1=CC=CC=C1 (pyridine), C(Cl)Cl (CH2Cl2). Yields the product C(C)(=O)O[C@H](COC1=CC(=CC=C1)N=S(=O)=O)CN1CCN(CC1)S(=O)(=O)C1=CC=C(C=C1)OC ((S)-2-acetoxy-3-[4-(4-methoxyphenylsulfonyl)piperazin-1-yl]-1-(3-sulfonylaminophenoxy)propane). RXN SMILES: [S:1](Cl)(Cl)(=[O:3])=[O:2].[NH2:6][C:7]1[CH:8]=[C:9]([CH:35]=[CH:36][CH:37]=1)[O:10][CH2:11][C@@H:12]([O:31][C:32](=[O:34])[CH3:33])[CH2:13][N:14]1[CH2:19][CH2:18][N:17]([S:20]([C:23]2[CH:28]=[CH:27][C:26]([O:29][CH3:30])=[CH:25][CH:24]=2)(=[O:22])=[O:21])[CH2:16][CH2:15]1>C(Cl)Cl.N1C=CC=CC=1>[C:32]([O:31][C@@H:12]([CH2:13][N:14]1[CH2:15][CH2:16][N:17]([S:20]([C:23]2[CH:24]=[CH:25][C:26]([O:29][CH3:30])=[CH:27][CH:28]=2)(=[O:22])=[O:21])[CH2:18][CH2:19]1)[CH2:11][O:10][C:9]1[CH:35]=[CH:36][CH:37]=[C:7]([N:6]=[S:1](=[O:3])=[O:2])[CH:8]=1)(=[O:34])[CH3:33]. Reported procedure: A suitable sulfonyl chloride is added (1.2 mM) to a solution of (S)-1-(3-aminophenoxy)-2-acetoxy-3-[4-(4-methoxyphenylsulfonyl)piperazin-1-yl)propane (1 mM) in CH2Cl2 (1.2 ml) and pyridine (0.5 ml). The mixture is shaken at room temperature up to the completion of the reaction. It is then diluted with CH2Cl2, and washed with saturated aqueous solution of Na2CO3 and then with water. The organic phase is dried with anhydrous Na2SO4, filtered and the solvent is distilled under vacuum. (S)-2-acetoxy...